From a dataset of the Open Reaction Database (ORD), a public repository of structured organic reaction records. describe an organic reaction: reactants, conditions, products, and yield Starting materials: O (water), C(C)(C)O (isopropanol), [H-].[Na+] (sodium hydride), IC=1N=NC(=CC1)I (3,6-diiodo-pyridazine). Run in C1CCOC1 (THF). Reaction conditions: time 30 minute. Yields the product IC=1N=NC(=CC1)OC(C)C (3-Iodo-6-isopropoxy-pyridazine). As a reaction SMILES: [CH:1]([OH:4])([CH3:3])[CH3:2].[H-].[Na+].[I:7][C:8]1[N:9]=[N:10][C:11](I)=[CH:12][CH:13]=1.O>C1COCC1>[I:7][C:8]1[N:9]=[N:10][C:11]([O:4][CH:1]([CH3:3])[CH3:2])=[CH:12][CH:13]=1 |f:1.2|. Reported procedure: 0.50 mL (6.6 mmol) isopropanol are added to 289 mg (7.23 mmol) sodium hydride (60%) in 100 mL THF and the mixture is stirred for 30 min at rt. After that time, 2.0 g (6.0 mmol) 3,6-diiodo-pyridazine are added and the mixture is stirred for 14 h at rt and for 14 h at 50° C. After that time, the mixture is poured into water and extracted with EtOAc. The organic layer is washed with water (2×) and dried over sodium sulphate. The solvent is removed in vacuo and the residue is purified by column chro... Reactants: OC1(C(CCN)C=CC(=C1)Cl)Cl (2-hydroxy-2,4-dichlorophenethyl amine), CN(/C=N/N=C/N(C)C)C (N,N-dimethylformamide azine), C1(=CC=C(C=C1)S(=O)(=O)O)C (toluene p-sulfonic acid). The solvent is C1(=CC=CC=C1)C (toluene). The product is OC(CN1C=NN=C1)C1=C(C=C(C=C1)Cl)Cl (4-[2-Hydroxy-2-(2,4-dichlorophenyl) ethyl]-1,2,4-triazole). Isolated yield 200.2%. RXN SMILES: O[C:2]1([Cl:12])[CH:10]=[C:9]([Cl:11])[CH:8]=[CH:7][CH:3]1[CH2:4][CH2:5][NH2:6].CN(C)/[CH:15]=[N:16]/[N:17]=[CH:18]/N(C)C.C1(C)C=CC(S(O)(=O)=[O:30])=CC=1>C1(C)C=CC=CC=1>[OH:30][CH:4]([C:3]1[CH:7]=[CH:8][C:9]([Cl:11])=[CH:10][C:2]=1[Cl:12])[CH2:5][N:6]1[CH:18]=[N:17][N:16]=[CH:15]1. Procedure: A mixture of 1.5 g (0.007 m) of 2-hydroxy-2,4-dichlorophenethyl amine, 1.5 g (0.01 m) of N,N-dimethylformamide azine, 0.5 g of toluene p-sulfonic acid in 50 ml of toluene is heated under reflux overnight. Solvent is evaporated under reduced pressure. The residue is taken up in methylene chloride and the free base is purified by converting it to its hydrochloride salt and back neutralized with ammonium hydroxide solution to give 1.5 g of product. The reactants are N(=O)[O-].[Na+] (sodium nitrite), diazonium, [PH2](=O)O (hypophosphorous acid), 19.4, C(C)C1=C(N)C(=CC(=C1)[N+](=O)[O-])CC (2,6-diethyl-4-nitroaniline), Cl (hydrochloric acid). Run in O (water), O (water). Conditions: time 24 hour. Product: C(C)C=1C=C(C=C(C1)CC)[N+](=O)[O-] (3,5-Diethylnitrobenzene). Reaction SMILES: [CH2:1]([C:3]1[CH:9]=[C:8]([N+:10]([O-:12])=[O:11])[CH:7]=[C:6]([CH2:13][CH3:14])[C:4]=1N)[CH3:2].Cl.N([O-])=O.[Na+].[PH2](O)=O>O>[CH2:1]([C:3]1[CH:9]=[C:8]([N+:10]([O-:12])=[O:11])[CH:7]=[C:6]([CH2:13][CH3:14])[CH:4]=1)[CH3:2] |f:2.3|. Procedure: A solution of 19.4 parts of 2,6-diethyl-4-nitroaniline in 40 parts by volume of concentrated hydrochloric acid is diluted with 80 parts of water and added to 100 parts of ice. A solution of 7 parts of sodium nitrite in 15 parts of water is added and the filtered diazonium solution treated with 150 parts by volume of 50% hypophosphorous acid and kept cold for 24 hours. The 3,5-diethylnitrobenzene which separates is extracted with ether and distilled, b.p. 190°/20mm. Reactants: CO, CC(C)c1ccc(Cl)c(-c2ccc([N+](=O)[O-])cc2CN2C(=O)OC(c3cc(C(F)(F)F)cc(C(F)(F)F)c3)C2C)c1. Product: CC(C)c1ccc(Cl)c(-c2ccc(N)cc2CN2C(=O)OC(c3cc(C(F)(F)F)cc(C(F)(F)F)c3)C2C)c1. Reaction SMILES: [CH3:42][OH:43].[F:1][C:2]([c:3]1[cH:4][c:5]([CH:13]2[CH:14]([CH3:39])[N:15]([CH2:19][c:20]3[c:21](-[c:29]4[c:30]([Cl:38])[cH:31][cH:32][c:33]([CH:35]([CH3:36])[CH3:37])[cH:34]4)[cH:22][cH:23][c:24]([N+:26]([O-:27])=[O:28])[cH:25]3)[C:16](=[O:18])[O:17]2)[cH:6][c:7]([C:9]([F:10])([F:11])[F:12])[cH:8]1)([F:40])[F:41]>>[F:1][C:2]([c:3]1[cH:4][c:5]([CH:13]2[CH:14]([CH3:39])[N:15]([CH2:19][c:20]3[c:21](-[c:29]4[c:30]([Cl:38])[cH:31][cH:32][c:33]([CH:35]([CH3:36])[CH3:37])[cH:34]4)[cH:22][cH:23][c:24]([NH2:26])[cH:25]3)[C:16](=[O:18])[O:17]2)[cH:6][c:7]([C:9]([F:10])([F:11])[F:12])[cH:8]1)([F:40])[F:41]. Starting materials: c1ccc2c(c1)CCCN2, Cc1cccc(C)c1C, O=[N+]([O-])c1ccccc1F, Cc1cc(C)nc(C)c1. The product is O=[N+]([O-])c1ccccc1N1CCCc2ccccc21. Reaction SMILES: [CH2:11]1[CH2:12][NH:13][c:14]2[cH:15][cH:16][cH:17][cH:18][c:19]2[CH2:20]1.[CH3:30][c:31]1[c:32]([CH3:33])[c:34]([CH3:35])[cH:36][cH:37][cH:38]1.[F:1][c:2]1[c:3]([N+:8](=[O:9])[O-:10])[cH:4][cH:5][cH:6][cH:7]1.[n:21]1[c:22]([CH3:23])[cH:24][c:25]([CH3:26])[cH:27][c:28]1[CH3:29]>>[c:2]1([N:13]2[CH2:12][CH2:11][CH2:20][c:19]3[c:14]2[cH:15][cH:16][cH:17][cH:18]3)[c:3]([N+:8](=[O:9])[O-:10])[cH:4][cH:5][cH:6][cH:7]1. Reactants: ClC1=C(C(=CC=C1)Cl)C1=CC2=C(N=C(N=C2)SC)N(C1=O)C (6-(2,6-Dichlorophenyl)-8-methyl-2-methylsulfanyl-8H-pyrido[2,3-d]pyrimidin-7-one), NCC1=NC=CC=C1 (2-(aminomethyl)pyridine). Run in CN(C=O)C (dimethylformamide). Run at temperature 130 celsius, time 2 minute. The product is ClC1=C(C(=CC=C1)Cl)C1=CC2=C(N=C(N=C2)NCC2=NC=CC=C2)N(C1=O)C (6-(2,6-Dichlorophenyl)-8-methyl-2-[(pyridin-2-ylmethyl]-amino]-8H-pyrido[2,3-d]pyrimidin-7-one). Isolated yield 38.7%. As a reaction SMILES: [Cl:1][C:2]1[CH:7]=[CH:6][CH:5]=[C:4]([Cl:8])[C:3]=1[C:9]1[C:20](=[O:21])[N:19]([CH3:22])[C:12]2[N:13]=[C:14](SC)[N:15]=[CH:16][C:11]=2[CH:10]=1.[NH2:23][CH2:24][C:25]1[CH:30]=[CH:29][CH:28]=[CH:27][N:26]=1>CN(C)C=O>[Cl:1][C:2]1[CH:7]=[CH:6][CH:5]=[C:4]([Cl:8])[C:3]=1[C:9]1[C:20](=[O:21])[N:19]([CH3:22])[C:12]2[N:13]=[C:14]([NH:23][CH2:24][C:25]3[CH:30]=[CH:29][CH:28]=[CH:27][N:26]=3)[N:15]=[CH:16][C:11]=2[CH:10]=1. Procedure details: A mixture of 0.165 g (0.47 mmol) of 6-(2,6-dichlorophenyl)-8-methyl-2-methylsulfanyl-8H-pyrido[2,3-d]pyrimidin-7-one of Example 37, 1.08 g (10.0 mmol) of 2-(aminomethyl)pyridine and 0.5 mL of dimethylformamide was heated with stirring in a 130° C. oil bath. After 2 minutes, solution was complete. After 2 hours, the excess amine and dimethylformamide were evaporated at reduced pressure. Ether (5 mL) was added to the residue. Crystals immediately developed. Water (5 mL) was added, and the entire m... Starting materials: C(C)OC(=O)C=1N(C2=CC=C(C=C2C1C=O)F)CC=1C2=C(SC1)C=CC(=C2)F (5-Fluoro-1-(5-fluoro-benzo[b]thiophen-3-ylmethyl)-3-formyl-1H-indole-2-carboxylic acid ethyl ester), CN (methyl amine). The product is C(C)OC(=O)C=1N(C2=CC=C(C=C2C1CNC)F)CC=1C2=C(SC1)C=CC(=C2)F (5-fluoro-1-(5-fluoro-benzo[b]thiophen-3-ylmethyl)-3-methylaminomethyl-1H-indole-2-carboxylic acid ethyl ester). RXN SMILES: [CH2:1]([O:3][C:4]([C:6]1[N:7]([CH2:18][C:19]2[C:20]3[CH:27]=[C:26]([F:28])[CH:25]=[CH:24][C:21]=3[S:22][CH:23]=2)[C:8]2[C:13]([C:14]=1[CH:15]=O)=[CH:12][C:11]([F:17])=[CH:10][CH:9]=2)=[O:5])[CH3:2].[CH3:29][NH2:30]>>[CH2:1]([O:3][C:4]([C:6]1[N:7]([CH2:18][C:19]2[C:20]3[CH:27]=[C:26]([F:28])[CH:25]=[CH:24][C:21]=3[S:22][CH:23]=2)[C:8]2[C:13]([C:14]=1[CH2:15][NH:30][CH3:29])=[CH:12][C:11]([F:17])=[CH:10][CH:9]=2)=[O:5])[CH3:2]. Reported procedure: 5-Fluoro-1-(5-fluoro-benzo[b]thiophen-3-ylmethyl)-3-formyl-1H-indole-2-carboxylic acid ethyl ester (from Example 119.1) was reacted with methyl amine as described in Example 86 to give 5-fluoro-1-(5-fluoro-benzo[b]thiophen-3-ylmethyl)-3-methylaminomethyl-1H-indole-2-carboxylic acid ethyl ester; salt with hydrogen chloride. Reactants: CCN=C=NCCCN(C)C, CN(C)c1ccncc1, COc1cccc(C=Cc2nc3sccn3c2C(=O)O)c1OC1CCCC1, ClCCl, Cl, Nc1nc(C(F)(F)F)cs1, CN(C)C=O. Yields the product COc1cccc(C=Cc2nc3sccn3c2C(=O)Nc2nc(C(F)(F)F)cs2)c1OC1CCCC1. As a reaction SMILES: [CH3:38][CH2:39][N:40]=[C:41]=[N:42][CH2:43][CH2:44][CH2:45][N:46]([CH3:47])[CH3:48].[CH3:50][N:51]([c:52]1[cH:53][cH:54][n:55][cH:56][cH:57]1)[CH3:58].[CH:1]1([O:6][c:7]2[c:8]([CH:15]=[CH:16][c:17]3[n:18][c:19]4[s:20][cH:21][cH:22][n:23]4[c:24]3[C:25](=[O:26])[OH:27])[cH:9][cH:10][cH:11][c:12]2[O:13][CH3:14])[CH2:2][CH2:3][CH2:4][CH2:5]1.[Cl:59][CH2:60][Cl:61].[ClH:49].[F:28][C:29]([c:30]1[n:31][c:32]([NH2:35])[s:33][cH:34]1)([F:36])[F:37].[O:62]=[CH:63][N:64]([CH3:65])[CH3:66]>>[CH:1]1([O:6][c:7]2[c:8]([CH:15]=[CH:16][c:17]3[n:18][c:19]4[s:20][cH:21][cH:22][n:23]4[c:24]3[C:25](=[O:26])[NH:35][c:32]3[n:31][c:30]([C:29]([F:28])([F:36])[F:37])[cH:34][s:33]3)[cH:9][cH:10][cH:11][c:12]2[O:13][CH3:14])[CH2:2][CH2:3][CH2:4][CH2:5]1. The solvent is C1CCOC1 (THF), ClCCCl (DCE). Yield: 38.8%. Procedure details: A solution of Example B5 (0.096 g, 0.740 mmol) in DCE (3 mL) was treated with oxalyl chloride (0.081 mL, 0.925 mmol), stirred at RT for 0.5 h, then heated at 75° C. for 3 h. The mixture was cooled to RT, treated with a solution of Example A7 (0.1 g, 0.370 mmol) and TEA (0.155 mL, 1.110 mmol) in THF (5 mL) and stirred at RT for 1 h. The mixture was treated with water, extracted with EtOAc (2×) and the combined organics were washed with brine, dried over Na2SO4, concentrated to dryness and purifie... Starting materials: NC1=CC=C(C=N1)OC1=CC(=NC=C1)NC(=O)C1CC1 (N-(4-((6-aminopyridin-3-yl)oxy)pyridin-2-yl)cyclopropanecarboxamide), TEA, O (water), O1CCC(CC1)C(=O)N (tetrahydro-2H-pyran-4-carboxamide), C(C(=O)Cl)(=O)Cl (oxalyl chloride). As a reaction SMILES: [O:1]1[CH2:6][CH2:5][CH:4]([C:7]([NH2:9])=[O:8])[CH2:3][CH2:2]1.C(Cl)(=O)[C:11](Cl)=[O:12].[NH2:16][C:17]1[N:22]=[CH:21][C:20]([O:23][C:24]2[CH:29]=[CH:28][N:27]=[C:26]([NH:30][C:31]([CH:33]3[CH2:35][CH2:34]3)=[O:32])[CH:25]=2)=[CH:19][CH:18]=1.O>ClCCCl.C1COCC1>[CH:33]1([C:31]([NH:30][C:26]2[CH:25]=[C:24]([O:23][C:20]3[CH:19]=[CH:18][C:17]([NH:16][C:11]([NH:9][C:7]([CH:4]4[CH2:5][CH2:6][O:1][CH2:2][CH2:3]4)=[O:8])=[O:12])=[N:22][CH:21]=3)[CH:29]=[CH:28][N:27]=2)=[O:32])[CH2:34][CH2:35]1. Reaction conditions: time 0.5 hour. Product: C1(CC1)C(=O)NC1=NC=CC(=C1)OC=1C=CC(=NC1)NC(=O)NC(=O)C1CCOCC1 (N-((5-((2-(cyclopropanecarboxamido)pyridin-4-yl)oxy)pyridin-2-yl)carbamoyl)tetrahydro-2H-pyran-4-carboxamide). The reactants are C(=O)O (formic acid), COC=1C=CC2=C(CCN(C(N2)=O)C2CCNCC2)C1 (7-methoxy-3-piperidin-4-yl-1,3,4,5-tetrahydro-1,3-benzodiazepin-2-one), ClC=1N=NC(=CC1C(=O)C1=CC2=C(NC(O2)=O)C(=C1)C)Cl (6-(3.6-dichloro-pyridazine-4-carbonyl)-4-methyl-3H-benzoxazol-2-one), CCN(C(C)C)C(C)C (DIPEA). Solvent: CN(C)C=O (DMF), O (water). Yields the product ClC1=C(C=C(N=N1)N1CCC(CC1)N1C(NC2=C(CC1)C=C(C=C2)OC)=O)C(=O)C2=CC1=C(NC(O1)=O)C(=C2)C (3-{1-[6-chloro-5-(4-methyl-2-oxo-2,3-dihydro-benzoxazole-6-carbonyl)-pyridazin-3-yl]-piperidin-4-yl}-7-methoxy-1,3,4,5-tetrahydro-benzo[d][1,3]diazepin-2-one). RXN SMILES: [CH3:1][O:2][C:3]1[CH:4]=[CH:5][C:6]2[NH:12][C:11](=[O:13])[N:10]([CH:14]3[CH2:19][CH2:18][NH:17][CH2:16][CH2:15]3)[CH2:9][CH2:8][C:7]=2[CH:20]=1.[Cl:21][C:22]1[N:23]=[N:24][C:25](Cl)=[CH:26][C:27]=1[C:28]([C:30]1[CH:39]=[C:38]([CH3:40])[C:33]2[NH:34][C:35](=[O:37])[O:36][C:32]=2[CH:31]=1)=[O:29].CCN(C(C)C)C(C)C.C(O)=O>CN(C=O)C.O>[Cl:21][C:22]1[N:23]=[N:24][C:25]([N:17]2[CH2:18][CH2:19][CH:14]([N:10]3[CH2:9][CH2:8][C:7]4[CH:20]=[C:3]([O:2][CH3:1])[CH:4]=[CH:5][C:6]=4[NH:12][C:11]3=[O:13])[CH2:15][CH2:16]2)=[CH:26][C:27]=1[C:28]([C:30]1[CH:39]=[C:38]([CH3:40])[C:33]2[NH:34][C:35](=[O:37])[O:36][C:32]=2[CH:31]=1)=[O:29]. Procedure details: 360 mg (1.31 mmol) 7-methoxy-3-piperidin-4-yl-1,3,4,5-tetrahydro-1,3-benzodiazepin-2-one, 480 mg (1.19 mmol) 6-(3.6-dichloro-pyridazine-4-carbonyl)-4-methyl-3H-benzoxazol-2-one and 0.300 mL (1.74 mmol) DIPEA were stirred in 3 mL DMF for 4 h at 100° C. Then the reaction mixture was cooled, combined with 0.5 mL formic acid and 15 mL water, the precipitate formed was suction filtered and dried. This was purified by preparative HPLC-MS. The fractions containing the product were combined and freeze-d...